Dataset: the Open Reaction Database (ORD), a public repository of structured organic reaction records. Task: describe an organic reaction: reactants, conditions, products, and yield Starting materials: O=S1(N(CCC1)C1=NC=C(C=N1)C(=O)OC)=O (methyl 2-(1,1-dioxo-1λ6-isothiazolidin-2-yl)pyrimidine-5-carboxylate), C1(CC1)C=1C=C(C(=NC1)N1CCNCC1)C (1-(5-cyclopropyl-3-methylpyridin-2-yl)piperazine). Yields the product C1(CC1)C=1C=C(C(=NC1)N1CCN(CC1)C(=O)C=1C=NC(=NC1)N1S(CCC1)(=O)=O)C ([4-(5-cyclopropyl-3-methylpyridin-2-yl)piperazin-1-yl][2-(1,1-dioxo-1λ6-isothiazolidin-2-yl)pyrimidin-5-yl]methanone). Yield: 6.8%. RXN SMILES: [O:1]=[S:2]1(=[O:17])[CH2:6][CH2:5][CH2:4][N:3]1[C:7]1[N:12]=[CH:11][C:10]([C:13]([O:15]C)=O)=[CH:9][N:8]=1.[CH:18]1([C:21]2[CH:22]=[C:23]([CH3:33])[C:24]([N:27]3[CH2:32][CH2:31][NH:30][CH2:29][CH2:28]3)=[N:25][CH:26]=2)[CH2:20][CH2:19]1>>[CH:18]1([C:21]2[CH:22]=[C:23]([CH3:33])[C:24]([N:27]3[CH2:28][CH2:29][N:30]([C:13]([C:10]4[CH:11]=[N:12][C:7]([N:3]5[CH2:4][CH2:5][CH2:6][S:2]5(=[O:1])=[O:17])=[N:8][CH:9]=4)=[O:15])[CH2:31][CH2:32]3)=[N:25][CH:26]=2)[CH2:20][CH2:19]1. Reported procedure: Using methyl 2-(1,1-dioxo-1λ6-isothiazolidin-2-yl)pyrimidine-5-carboxylate (85 mg) described in Preparation Example 231 and 1-(5-cyclopropyl-3-methylpyridin-2-yl)piperazine (72 mg) described in Preparation Example 83 and by the reaction and treatment in the same manner as in Example 109, the title compound (10 mg) was obtained. Starting materials: [Al+3], [Al+3], CCOCC, [Cl-], [Cl-], [Cl-], Cl, [H-], [H-], [H-], [H-], [H-], [Li+], C1CCOC1, CCOC(=O)C=C(C)C1=Cc2cc(-c3ccccc3)ccc2OC1. Yields the product CC(=CCO)C1=Cc2cc(-c3ccccc3)ccc2OC1. Reaction SMILES: [Al+3:2].[Al+3:8].[CH3:42][CH2:43][O:44][CH2:45][CH3:46].[Cl-:10].[Cl-:7].[Cl-:9].[ClH:36].[H-:1].[H-:35].[H-:4].[H-:5].[H-:6].[Li+:3].[O:37]1[CH2:38][CH2:39][CH2:40][CH2:41]1.[c:11]1(-[c:17]2[cH:18][c:19]3[c:24]([cH:25][cH:26]2)[O:23][CH2:22][C:21]([C:27](=[CH:28][C:29](=[O:30])[O:31][CH2:32][CH3:33])[CH3:34])=[CH:20]3)[cH:12][cH:13][cH:14][cH:15][cH:16]1>>[c:11]1(-[c:17]2[cH:18][c:19]3[c:24]([cH:25][cH:26]2)[O:23][CH2:22][C:21]([C:27](=[CH:28][CH2:29][OH:30])[CH3:34])=[CH:20]3)[cH:12][cH:13][cH:14][cH:15][cH:16]1. Reactants: COc1ccc2nc(C)c(=O)n(CCN3CCC(N(C(=O)[O-])C(C)(C)C)CC3)c2c1, ClCCl, NC1CCN(CCn2c(=O)cnc3ccc(F)cc32)CC1, O=C(O)C(F)(F)F. The product is COc1ccc2nc(C)c(=O)n(CCN3CCC(N)CC3)c2c1. As a reaction SMILES: [C:1]([N:5]([C:2](=[O:3])[O-:4])[CH:9]1[CH2:10][CH2:11][N:12]([CH2:15][CH2:16][n:17]2[c:18](=[O:30])[c:19]([CH3:29])[n:20][c:21]3[cH:22][cH:23][c:24]([O:27][CH3:28])[cH:25][c:26]23)[CH2:13][CH2:14]1)([CH3:6])([CH3:7])[CH3:8].[Cl:59][CH2:60][Cl:61].[NH2:38][CH:39]1[CH2:40][CH2:41][N:42]([CH2:43][CH2:44][n:45]2[c:46]3[c:47]([cH:48][cH:49][c:50]([F:51])[cH:52]3)[n:53][cH:54][c:55]2=[O:56])[CH2:57][CH2:58]1.[OH:31][C:32]([C:33]([F:34])([F:35])[F:36])=[O:37]>>[NH2:5][CH:9]1[CH2:10][CH2:11][N:12]([CH2:15][CH2:16][n:17]2[c:18](=[O:30])[c:19]([CH3:29])[n:20][c:21]3[cH:22][cH:23][c:24]([O:27][CH3:28])[cH:25][c:26]23)[CH2:13][CH2:14]1. The reactants are NC(=S)N (Thiourea), C(C(C)C)(=O)Cl (isobutyryl chloride). Solvent: C1(=CC=CC=C1)C (toluene). Product: C(C(C)C)(=O)NC(=S)N (isobutyryl-thiourea). Isolated yield 30.8%. Reaction SMILES: [NH2:1][C:2]([NH2:4])=[S:3].[C:5](Cl)(=[O:9])[CH:6]([CH3:8])[CH3:7]>C1(C)C=CC=CC=1>[C:5]([NH:1][C:2]([NH2:4])=[S:3])(=[O:9])[CH:6]([CH3:8])[CH3:7]. Reported procedure: Thiourea (152 g, 2 mol) was dissolved in toluene (1520 mL). To the solution was added isobutyryl chloride (213 g, 2 mol) under mechanical stirring. The reaction mixture was refluxed for 3 hours. TLC monitored the reaction. After the reaction completed, the reaction mixture was cooled to room temperature and filtered to remove insoluble solids. The filtrate was concentrated to dryness. The yellow solids were collected by filtration, washed with petroleum ether (100 mL×3) to appear white, dried in...